This data is from the Open Reaction Database (ORD), a public repository of structured organic reaction records. The task is: describe an organic reaction: reactants, conditions, products, and yield The reactants are C(#N)[BH3-] (cyanoborohydride), FC1=C(C=CC(=N1)N)CC1=CNC=2N=CN=CC21 (6-fluoro-5-(7H-pyrrolo[2,3-d]pyrimidin-5-ylmethyl)-pyridin-2-ylamine), COC=1C=C(C=O)C=C(C1OC)OC (3,4,5-trimethoxy-benzaldehyde), C(C)(=O)O (acetic acid). The solvent is C(C)O (ethanol). The product is FC1=C(C=CC(=N1)NCC1=CC(=C(C(=C1)OC)OC)OC)CC1=CNC=2N=CN=CC21 ([6-fluoro-5-(7H-pyrrolo[2,3-d]pyrimidin-5-ylmethyl)-pyridin-2-yl]-(3,4,5-trimethoxy-benzyl)-amine). Reaction SMILES: [F:1][C:2]1[N:7]=[C:6]([NH2:8])[CH:5]=[CH:4][C:3]=1[CH2:9][C:10]1[C:18]2[CH:17]=[N:16][CH:15]=[N:14][C:13]=2[NH:12][CH:11]=1.[CH3:19][O:20][C:21]1[CH:22]=[C:23]([CH:26]=[C:27]([O:31][CH3:32])[C:28]=1[O:29][CH3:30])[CH:24]=O.C(O)(=O)C.C([BH3-])#N>C(O)C>[F:1][C:2]1[N:7]=[C:6]([NH:8][CH2:24][C:23]2[CH:26]=[C:27]([O:31][CH3:32])[C:28]([O:29][CH3:30])=[C:21]([O:20][CH3:19])[CH:22]=2)[CH:5]=[CH:4][C:3]=1[CH2:9][C:10]1[C:18]2[CH:17]=[N:16][CH:15]=[N:14][C:13]=2[NH:12][CH:11]=1. Procedure: In a 2 mL microwave vial, 6-fluoro-5-(7H-pyrrolo[2,3-d]pyrimidin-5-ylmethyl)-pyridin-2-ylamine (68, 9.72 mg, 0.04 mmol) and 3,4,5-trimethoxy-benzaldehyde (69, 15.7 mg, 0.08 mmol) were dissolved in 600 μL of 95:5 ethanol:acetic acid, and silica supported cyanoborohydride (50 mg, 1 mmol/g, 0.05 mmol) was added. The reaction was irradiated for 10 minutes at 160° C. in a microwave. The vial was centrifuged to condense the silica and the supernatant was removed by pipette into another vial. The resid...